This data is from the Open Reaction Database (ORD), a public repository of structured organic reaction records. The task is: describe an organic reaction: reactants, conditions, products, and yield Reactants: ClC1=C(C=C(C=C1)C1(N(C(SC1)=NC1=CC=CC=C1)C)O)S(=O)(=O)N1CCN(CC1)C (4-[4-chloro-3-(1-methyl-4-piperazinylsulfonyl)-phenyl]-3-methyl-2-phenyliminothiazolidin-4-ol). Run in C(C)(=O)O (acetic acid). Yields the product ClC1=C(C=C(C=C1)C=1N(C(SC1)=NC1=CC=CC=C1)C)S(=O)(=O)N1CCN(CC1)C (4-[4-Chloro-3-(1-methyl-4-piperazinylsulfonyl)-phenyl]-3-methyl-2-phenylimino-4-thiazoline). RXN SMILES: [Cl:1][C:2]1[CH:7]=[CH:6][C:5]([C:8]2(O)[CH2:12][S:11][C:10](=[N:13][C:14]3[CH:19]=[CH:18][CH:17]=[CH:16][CH:15]=3)[N:9]2[CH3:20])=[CH:4][C:3]=1[S:22]([N:25]1[CH2:30][CH2:29][N:28]([CH3:31])[CH2:27][CH2:26]1)(=[O:24])=[O:23]>C(O)(=O)C>[Cl:1][C:2]1[CH:7]=[CH:6][C:5]([C:8]2[N:9]([CH3:20])[C:10](=[N:13][C:14]3[CH:15]=[CH:16][CH:17]=[CH:18][CH:19]=3)[S:11][CH:12]=2)=[CH:4][C:3]=1[S:22]([N:25]1[CH2:30][CH2:29][N:28]([CH3:31])[CH2:27][CH2:26]1)(=[O:24])=[O:23]. Procedure details: Obtained by a procedure analogous to that indicated in Example 2(b), from 4-[4-chloro-3-(1-methyl-4-piperazinylsulfonyl)-phenyl]-3-methyl-2-phenyliminothiazolidin-4-ol, by boiling with glacial acetic acid and subsequently distilling off the solvent. Water is added to the residue and the pH is adjusted to 13 with 2 N NaOH. The crystals are filtered off and recrystallized from isopropanol. Melting point 156°-158° C. Reactants: C(CCCCCCCCCCCCCC)C=1C=C(C=CC1)O (3-pentadecylphenol), C(C#C)O (propargyl alcohol), C1(=CC=CC=C1)P(C1=CC=CC=C1)C1=CC=CC=C1 (triphenylphosphine), N(=NC(=O)OCC)C(=O)OCC (diethyl azodicarboxylate). The solvent is O (water), CCCCCC (hexane). Reaction conditions: time 4.5 hour. Yields the product C(CCCCCCCCCCCCCC)C=1C=C(C=CC1)OCC#C (3-Pentadecyl-1-(2-propynyloxy)benzene). RXN SMILES: [CH2:1]([C:16]1[CH:17]=[C:18]([OH:22])[CH:19]=[CH:20][CH:21]=1)[CH2:2][CH2:3][CH2:4][CH2:5][CH2:6][CH2:7][CH2:8][CH2:9][CH2:10][CH2:11][CH2:12][CH2:13][CH2:14][CH3:15].[CH2:23](O)[C:24]#[CH:25].C1(P(C2C=CC=CC=2)C2C=CC=CC=2)C=CC=CC=1.N(C(OCC)=O)=NC(OCC)=O>O.CCCCCC>[CH2:1]([C:16]1[CH:17]=[C:18]([O:22][CH2:25][C:24]#[CH:23])[CH:19]=[CH:20][CH:21]=1)[CH2:2][CH2:3][CH2:4][CH2:5][CH2:6][CH2:7][CH2:8][CH2:9][CH2:10][CH2:11][CH2:12][CH2:13][CH2:14][CH3:15]. Procedure details: To a solution of 24.4 g (80 mmol) of 3-pentadecylphenol, 4.93 g (88 mmol) of propargyl alcohol and 23.1 g (88 mmol) of triphenylphosphine cooled to 15° C. is added dropwise 15.3 g (13.9 ml, 88 mmol) of diethyl azodicarboxylate. The mixture is stirred for 4.5 hours and then is diluted with water and extracted with hexane (3 times). The hexane extracts are combined, washed with 1N sodium hydroxide and are dried over magnesium sulfate overnight. Filtration and evaporation gives crude oil which is s...